Dataset: the Open Reaction Database (ORD), a public repository of structured organic reaction records. Task: describe an organic reaction: reactants, conditions, products, and yield Reactants: OC1=C(N=NN1CC1=CC=C(C=C1)OC)C(=O)OCC (Ethyl 5-hydroxy-1-[(4-methoxyphenyl)methyl]-1H-1,2,3-triazole-4-carboxylate), OC1=C(N=NN1CC1=CC=C(C=C1)OC)C(=O)OCC (ethyl 5-hydroxy-1-[(4-methoxyphenyl)methyl]-1H-1,2,3-triazole-4-carboxylate), P(Cl)(Cl)(Cl)(Cl)Cl (Phosphorus pentachloride). Solvent: C1(=CC=CC=C1)C (toluene). Reaction conditions: temperature 40 celsius, time 90 minute. Product: ClC1=C(N=NN1CC1=CC=C(C=C1)OC)C(=O)OCC (ethyl 5-chloro-1-[(4-methoxyphenyl)methyl]-1H-1,2,3-triazole-4-carboxylate). As a reaction SMILES: O[C:2]1[N:6]([CH2:7][C:8]2[CH:13]=[CH:12][C:11]([O:14][CH3:15])=[CH:10][CH:9]=2)[N:5]=[N:4][C:3]=1[C:16]([O:18][CH2:19][CH3:20])=[O:17].P(Cl)(Cl)(Cl)(Cl)[Cl:22]>C1(C)C=CC=CC=1>[Cl:22][C:2]1[N:6]([CH2:7][C:8]2[CH:13]=[CH:12][C:11]([O:14][CH3:15])=[CH:10][CH:9]=2)[N:5]=[N:4][C:3]=1[C:16]([O:18][CH2:19][CH3:20])=[O:17]. Procedure details: Ethyl 5-hydroxy-1-[(4-methoxyphenyl)methyl]-1H-1,2,3-triazole-4-carboxylate (i.e. the product of Step B, 10.0 g, 36.1 mmol) was suspended in anhydrous toluene (300 mL) under a nitrogen atmosphere. Phosphorus pentachloride (8.3 g, 39.8 mmol) was added and the mixture was stirred at 40° C. for 90 min. during which time a clear yellow solution was formed. The reaction was concentrated under reduced pressure to remove most of the toluene. The resulting residue was diluted with diethyl ether (150 mL)... The reactants are C(C1=CC=CC=C1)(=O)NC(CSC(C1=CC=CC=C1)=O)C(=O)O (N,S-dibenzoyl-D,L-cysteine), C(C)(C)(C)N[C@@H](CC1=CNC2=CC=CC=C12)C(=O)O (tert.-butyl tryptophan). Yields the product C(C1=CC=CC=C1)(=O)N[C@@H](CSC(C1=CC=CC=C1)=O)C(=O)N[C@@H](CC1=CNC2=CC=CC=C12)C(=O)O (N-(N,S-dibenzoylcysteinyl)-tryptophan). Reaction SMILES: [C:1]([NH:9][CH:10]([C:21]([OH:23])=O)[CH2:11][S:12][C:13](=[O:20])[C:14]1[CH:19]=[CH:18][CH:17]=[CH:16][CH:15]=1)(=[O:8])[C:2]1[CH:7]=[CH:6][CH:5]=[CH:4][CH:3]=1.C([NH:28][C@H:29]([C:40]([OH:42])=[O:41])[CH2:30][C:31]1[C:39]2[C:34](=[CH:35][CH:36]=[CH:37][CH:38]=2)[NH:33][CH:32]=1)(C)(C)C>>[C:1]([NH:9][C@H:10]([C:21]([NH:28][C@H:29]([C:40]([OH:42])=[O:41])[CH2:30][C:31]1[C:39]2[C:34](=[CH:35][CH:36]=[CH:37][CH:38]=2)[NH:33][CH:32]=1)=[O:23])[CH2:11][S:12][C:13](=[O:20])[C:14]1[CH:15]=[CH:16][CH:17]=[CH:18][CH:19]=1)(=[O:8])[C:2]1[CH:3]=[CH:4][CH:5]=[CH:6][CH:7]=1. Reported procedure: N-(N,S-Dibenzoyl-D,L-cysteinyl)-tryptophan was obtained as a diastereomer mixture (melting point 175°-178° C., petroleum ether; Rf=0.19 and 0.16 in system II) by a procedure similar to that described in Example 16, using N,S-dibenzoyl-D,L-cysteine and tert.-butyl tryptophan as starting materials. Recrystallization from diethyl ether gave N-(N,S-dibenzoylcysteinyl)-tryptophan (melting point 210°-213° C., Rf=0.19 in system II) in a form which was pure according to thin-layer chromatography. N-(N,S... The reactants are Cc1cc(NC(=O)OC(C)(C)C)on1, CC1(C)OCC(C(=O)N2CC=C(c3c(F)cc(N4CC(COS(C)(=O)=O)OC4=O)cc3F)CC2)O1, CN(C)C=O, [H-], [Na+], O. The product is Cc1cc(N(CC2CN(c3cc(F)c(C4=CCN(C(=O)C5COC(C)(C)O5)CC4)c(F)c3)C(=O)O2)C(=O)OC(C)(C)C)on1. Reaction SMILES: [C:3]([CH3:4])([CH3:5])([CH3:6])[O:7][C:8](=[O:9])[NH:10][c:11]1[cH:12][c:13]([CH3:16])[n:14][o:15]1.[CH3:17][C:18]1([CH3:51])[O:19][CH2:20][CH:21]([C:23](=[O:24])[N:25]2[CH2:26][CH:27]=[C:28]([c:31]3[c:32]([F:50])[cH:33][c:34]([N:38]4[C:39](=[O:49])[O:40][CH:41]([CH2:43][O:44][S:45]([CH3:46])(=[O:47])=[O:48])[CH2:42]4)[cH:35][c:36]3[F:37])[CH2:29][CH2:30]2)[O:22]1.[CH3:53][N:54]([CH3:55])[CH:56]=[O:57].[H-:1].[Na+:2].[OH2:52]>>[C:3]([CH3:4])([CH3:5])([CH3:6])[O:7][C:8](=[O:9])[N:10]([c:11]1[cH:12][c:13]([CH3:16])[n:14][o:15]1)[CH2:43][CH:41]1[O:40][C:39](=[O:49])[N:38]([c:34]2[cH:33][c:32]([F:50])[c:31]([C:28]3=[CH:27][CH2:26][N:25]([C:23]([CH:21]4[CH2:20][O:19][C:18]([CH3:17])([CH3:51])[O:22]4)=[O:24])[CH2:30][CH2:29]3)[c:36]([F:37])[cH:35]2)[CH2:42]1. The reactants are ClC1=C(C2=C(CCN(CC2)C(C(F)(F)F)=O)C=C1)C(=O)OCC (7-chloro-6-(ethoxycarbonyl)-3-(2,2,2-trifluoroacetyl)-2,3,4,5-tetrahydro-1H-benzo[d]azepine), C([O-])([O-])=O.[K+].[K+] (potassium carbonate). Solvent: O (water), C(C)O (ethanol). Run at time 42 hour. Product: ClC1=C(C2=C(CCNCC2)C=C1)C(=O)OCC (7-Chloro-6-(ethoxycarbonyl)-2,3,4,5-tetrahydro-1H-benzo[d]azepine). The yield is 94.0%. RXN SMILES: [Cl:1][C:2]1[CH:18]=[CH:17][C:5]2[CH2:6][CH2:7][N:8](C(=O)C(F)(F)F)[CH2:9][CH2:10][C:4]=2[C:3]=1[C:19]([O:21][CH2:22][CH3:23])=[O:20].C(=O)([O-])[O-].[K+].[K+]>C(O)C.O>[Cl:1][C:2]1[CH:18]=[CH:17][C:5]2[CH2:6][CH2:7][NH:8][CH2:9][CH2:10][C:4]=2[C:3]=1[C:19]([O:21][CH2:22][CH3:23])=[O:20] |f:1.2.3|. Procedure details: Slurry 7-chloro-6-(ethoxycarbonyl)-3-(2,2,2-trifluoroacetyl)-2,3,4,5-tetrahydro-1H-benzo[d]azepine (176 g, 503 mmol) and potassium carbonate (348 g, 2516 mmol) in ethanol (1.4 L) and water (1.4 L). Stir the mixture at room temperature for 42 h. Partition the mixture between water (2.6 L) and EtOAc (2.6 L). Collect the organic layer and back extract the aqueous layer with EtOAc (1.8 L). Wash the combined organic extracts successively with water (1.8 L) and brine (1.8 L). Collect the organic layer... Product: O=[N+]([O-])c1ncc2c(Br)coc2c1O. Reaction SMILES: [Br:1][c:2]1[cH:3][o:4][c:5]2[c:6]1[cH:7][n:8][c:9]([N+:23](=[O:24])[O-:25])[c:10]2[O:11][CH:12]([c:13]1[c:14]([Cl:15])[cH:16][cH:17][c:18]([F:19])[c:20]1[Cl:21])[CH3:22].[BrH:26].[OH2:27]>>[Br:1][c:2]1[cH:3][o:4][c:5]2[c:6]1[cH:7][n:8][c:9]([N+:23](=[O:24])[O-:25])[c:10]2[OH:11]. Reactants: CC(Oc1c([N+](=O)[O-])ncc2c(Br)coc12)c1c(Cl)ccc(F)c1Cl, Br, O. The reactants are C(C)OC(=O)C=1C(=C2C(=NC1)ON=C2C)OCC (4-ethoxy-3-methylisoxazolo[5,4-b]pyridine-5-carboxylic acid ethyl ester), C(CCC)N (butylamine). The solvent is C1=CC=CC=C1 (benzene). Yields the product C(C)OC(=O)C=1C(=C2C(=NC1)ON=C2C)NCCCC (4-Butylamino-3-methylisoxazolo[5,4-b]pyridine-5-carboxylic acid ethyl ester). As a reaction SMILES: [CH2:1]([O:3][C:4]([C:6]1[C:7](OCC)=[C:8]2[C:14]([CH3:15])=[N:13][O:12][C:9]2=[N:10][CH:11]=1)=[O:5])[CH3:2].[CH2:19]([NH2:23])[CH2:20][CH2:21][CH3:22]>C1C=CC=CC=1>[CH2:1]([O:3][C:4]([C:6]1[C:7]([NH:23][CH2:19][CH2:20][CH2:21][CH3:22])=[C:8]2[C:14]([CH3:15])=[N:13][O:12][C:9]2=[N:10][CH:11]=1)=[O:5])[CH3:2]. Procedure: 25 g. of 4-ethoxy-3-methylisoxazolo[5,4-b]pyridine-5-carboxylic acid ethyl ester (0.113 mol.) are dissolved in 100 ml. of benzene and after adding 8 g. of butylamine (0.23 mol.), the solution is refluxed for 12 hours. The solvent is distilled off and the residual 4-butylamino-3-methylisoxazolo[5,4-b]pyridine-5-carboxylic acid ethyl ester is recrystallized from ligroin, m.p. 60°, yield 23.5 g. (85%).